Task: describe an organic reaction: reactants, conditions, products, and yield. Dataset: the Open Reaction Database (ORD), a public repository of structured organic reaction records Reactants: thallous salt, C(C)(=O)CC(C)=O (acetylacetone), O1CCCC1 (tetrahydrofuran). Yields the product C(C)(=O)C(C(C)=O)C(C)=O (Triacetylmethane). RXN SMILES: [C:1]([CH2:4][C:5](=[O:7])[CH3:6])(=[O:3])[CH3:2].[O:8]1CC[CH2:10][CH2:9]1>>[C:1]([CH:4]([C:9](=[O:8])[CH3:10])[C:5](=[O:7])[CH3:6])(=[O:3])[CH3:2]. Reported procedure: Gaseous acetyl fluoride is bubbled into a suspension of 30.0 g. (0.1 mole) of the thallous salt of acetylacetone in 150 ml. of dry tetrahydrofuran, under nitrogen, at a rate of 3.0 cc./minute for a total of 30 minutes. After filtration through Celite, the solution is concentrated and the residue distilled to give 13.5 g. (96%), b.p. 90°-95°/1.0 mm. The reactants are COC1=CC=C(C=C1)C=1N=NC(=CC1C1=CC=C(C=C1)OC)Cl (3,4-bis-(4-methoxyphenyl)-6-chloropyridazine), C(CC)NC1=C(C=C(C=C1)F)F (N-(n-propyl)-2,4-difluoroaniline). Isolated yield 54.1%. As a reaction SMILES: [CH3:1][O:2][C:3]1[CH:8]=[CH:7][C:6]([C:9]2[N:10]=[N:11][C:12](Cl)=[CH:13][C:14]=2[C:15]2[CH:20]=[CH:19][C:18]([O:21][CH3:22])=[CH:17][CH:16]=2)=[CH:5][CH:4]=1.[CH2:24]([NH:27][C:28]1[CH:33]=[CH:32][C:31]([F:34])=[CH:30][C:29]=1[F:35])[CH2:25][CH3:26]>>[CH3:1][O:2][C:3]1[CH:8]=[CH:7][C:6]([C:9]2[N:10]=[N:11][C:12]([N:27]([CH2:24][CH2:25][CH3:26])[C:28]3[CH:33]=[CH:32][C:31]([F:34])=[CH:30][C:29]=3[F:35])=[CH:13][C:14]=2[C:15]2[CH:20]=[CH:19][C:18]([O:21][CH3:22])=[CH:17][CH:16]=2)=[CH:5][CH:4]=1. Run at temperature 100 celsius, time 12 hour. Product: COC1=CC=C(C=C1)C=1N=NC(=CC1C1=CC=C(C=C1)OC)N(C1=C(C=C(C=C1)F)F)CCC (3,4-bis(4-methoxyphenyl)-6-[N-(n-propyl)-2,4-difluoroanilino]pyridazine), solid. Procedure: In a similar manner as in Example 2, 3,4-bis-(4-methoxyphenyl)-6-chloropyridazine (180 mg, 0.551 mmol) and N-(n-propyl)-2,4-difluoroaniline, as starting materials, were stirred 100° C. for 12 hours and then reacted at 170° C. for 10 hours, and post-treatment was then conducted, whereby the title compound was obtained as a pale yellow-brown amorphous solid (137.5 mg, 54.1%). The reactants are CN, CCO, COc1ccnc(CSCCNC(=C[N+](=O)[O-])SC)c1, O. The product is CNC(=C[N+](=O)[O-])NCCSCc1cc(OC)ccn1. RXN SMILES: [CH3:1][NH2:2].[CH3:24][CH2:25][OH:26].[CH3:4][S:5][C:6](=[CH:7][N+:8](=[O:9])[O-:10])[NH:11][CH2:12][CH2:13][S:14][CH2:15][c:16]1[n:17][cH:18][cH:19][c:20]([O:22][CH3:23])[cH:21]1.[OH2:3]>>[CH3:1][NH:2][C:6](=[CH:7][N+:8](=[O:9])[O-:10])[NH:11][CH2:12][CH2:13][S:14][CH2:15][c:16]1[n:17][cH:18][cH:19][c:20]([O:22][CH3:23])[cH:21]1. The reactants are C(CC)OCCOC1=C(C=C(C=C1)[N+](=O)[O-])S(=O)(=O)[O-].[Na+] (sodium 2-(2-propoxyethoxy)-5-nitrobenzenesulfonate), reduced iron, [Cl-].[NH4+] (ammonium chloride), C(C)(C)O (isopropyl alcohol). Solvent: O (water). Conditions: temperature 77 celsius, time 2 hour. Product: NC=1C=CC(=C(C1)S(=O)(=O)O)OCCOCCC (5-Amino-2-(2-propoxyethoxy)benzenesulfonic Acid). Reaction SMILES: [CH2:1]([O:4][CH2:5][CH2:6][O:7][C:8]1[CH:13]=[CH:12][C:11]([N+:14]([O-])=O)=[CH:10][C:9]=1[S:17]([O-:20])(=[O:19])=[O:18])[CH2:2][CH3:3].[Na+].[Cl-].[NH4+].C(O)(C)C>O>[NH2:14][C:11]1[CH:12]=[CH:13][C:8]([O:7][CH2:6][CH2:5][O:4][CH2:1][CH2:2][CH3:3])=[C:9]([S:17]([OH:20])(=[O:19])=[O:18])[CH:10]=1 |f:0.1,2.3|. Reported procedure: A mixture of 10 g of sodium 2-(2-propoxyethoxy)-5-nitrobenzenesulfonate, 5 g of reduced iron, 0.2 g of ammonium chloride, 20 ml of isopropyl alcohol and 20 ml of water was stirred at 77° C. for 2 hours. After the reaction was completed, the reaction solution was filtered to remove insoluble products. After addition of 10 ml of concentrated hydrochloric acid (36%), the filtrate was cooled. Precipitated crystals were collected by filtration and dried by air. Yield: 7.1 g.